Dataset: the Open Reaction Database (ORD), a public repository of structured organic reaction records. Task: describe an organic reaction: reactants, conditions, products, and yield The reactants are BrC=1SC=CC1C (2-bromo-3-methylthiophene), COCCOS(=O)(=O)C1=CC=C(C=C1)C (toluene-4-sulfonic acid 2-methoxy-ethyl ester), crude product. The product is COCCC=1SC=CC1C (2-(2-Methoxy-ethyl)-3-methyl-thiophene). Reaction SMILES: Br[C:2]1[S:3][CH:4]=[CH:5][C:6]=1[CH3:7].[CH3:8][O:9][CH2:10][CH2:11]OS(C1C=CC(C)=CC=1)(=O)=O>>[CH3:8][O:9][CH2:10][CH2:11][C:2]1[S:3][CH:4]=[CH:5][C:6]=1[CH3:7]. Procedure: This compound was prepared analogous to Example 61, starting with 2-bromo-3-methylthiophene (1.5 g, 8.5 mmol) and toluene-4-sulfonic acid 2-methoxy-ethyl ester (2.9 g, 12.7 mmol, 1.5 equiv.) The crude product was purified on silica gel with eluent n-heptane and tert.butylmethyl ether. The title compound was obtained as a light yellow oil, 490 mg. GC-MS (EI): M=156 The reactants are CI (methyl iodide), CCOC(=O)C (AcOEt), C(C1=CC=CC=C1)N1CCN(CC1)C=1C(NC(NC1)=O)=O (5-(4-benzyl-piperazin-1-yl)-1H-pyrimidine-2,4-dione), [H-].[Na+] (sodium hydride), CN(C=O)C (dimethylformamide). Reaction conditions: temperature 0 celsius, time 40 minute. Product: C(C1=CC=CC=C1)N1CCN(CC1)C=1C(N(C(N(C1)C)=O)C)=O (5-(4-benzyl-piperazin-1-yl)-1,3-dimethyl-1H-pyrimidine-2,4-dione), powder. Yield: 38.0%. As a reaction SMILES: [CH2:1]([N:8]1[CH2:13][CH2:12][N:11]([C:14]2C(=O)N[C:17](=O)[NH:18][CH:19]=2)[CH2:10][CH2:9]1)[C:2]1[CH:7]=[CH:6][CH:5]=[CH:4][CH:3]=1.[H-].[Na+].CI.CC[O:28]C(C)=O.[CH3:32][N:33]([CH3:36])[CH:34]=[O:35]>>[CH2:1]([N:8]1[CH2:9][CH2:10][N:11]([C:14]2[C:34](=[O:35])[N:33]([CH3:36])[C:32](=[O:28])[N:18]([CH3:17])[CH:19]=2)[CH2:12][CH2:13]1)[C:2]1[CH:7]=[CH:6][CH:5]=[CH:4][CH:3]=1 |f:1.2|. Reported procedure: 9.6 g (33.53 mmol) of 5-(4-benzyl-piperazin-1-yl)-1H-pyrimidine-2,4-dione are placed at 0° C. in 10 mL of dimethylformamide. 2.95 g (73.56 mmol) of sodium hydride (at 60% in paraffin) are added portion wise. The mixture is stirred for 40 min at 0° C. 5 mL (80.5 mmol) of methyl iodide are added, the medium is stirred at room temperature for 7 h. After concentration of the reaction medium, the obtained residue is taken up with AcOEt and washed with water. After drying on MgSO4, the organic phase i... The reactants are CCOC(=O)C1C(=O)C(C)OC12CCN(C)CC2, Cl. Yields the product CC1OC2(CCN(C)CC2)CC1=O. As a reaction SMILES: [CH3:1][CH:2]1[O:3][C:4]2([CH:5]([C:8]([O:9][CH2:10][CH3:11])=[O:12])[C:6]1=[O:7])[CH2:13][CH2:14][N:15]([CH3:18])[CH2:16][CH2:17]2.[ClH:19]>>[CH3:1][CH:2]1[O:3][C:4]2([CH2:5][C:6]1=[O:7])[CH2:13][CH2:14][N:15]([CH3:18])[CH2:16][CH2:17]2. Starting materials: [OH-].[Na+] (sodium hydroxide), OC1=CC=C(C=C1)C1=CC=C(C=C1)O (4,4'-Dihydroxybiphenyl), S(=O)(=O)(OC)OC (Dimethyl sulfate). The solvent is O (water). The product is COC1=CC=C(C=C1)C1=CC=C(C=C1)O (4'-methoxy-4-hydroxybiphenyl). Yield: 43.8%. RXN SMILES: [OH-].[Na+].[OH:3][C:4]1[CH:9]=[CH:8][C:7]([C:10]2[CH:15]=[CH:14][C:13]([OH:16])=[CH:12][CH:11]=2)=[CH:6][CH:5]=1.S(OC)(O[CH3:21])(=O)=O>O>[CH3:21][O:3][C:4]1[CH:5]=[CH:6][C:7]([C:10]2[CH:15]=[CH:14][C:13]([OH:16])=[CH:12][CH:11]=2)=[CH:8][CH:9]=1 |f:0.1|. Procedure details: 120 ml of water and sodium hydroxide (14.00 g, 0.35 mol) were placed in a conical flask and dissolved. 4,4'-Dihydroxybiphenyl (28.00 g, 0.15 mol) was then added and heated to reflux for 2 hours with stirring using a condenser. Dimethyl sulfate (14.5 ml, 0.15 mol) was added dropwise over about 40 minutes. After addition, the mixture was heated while stirring for 2 hours, and then allowed to cool and filtrated. The filter cake was transferred into 700 ml of water, which was then heated to boiling ... Starting materials: CC#N, O=[N+]([O-])c1ccc2cc[nH]c2c1, [Na+], O=C([O-])O, CN(C)C=O. The product is N#Cc1c[nH]c2cc([N+](=O)[O-])ccc12. As a reaction SMILES: [CH3:23][C:24]#[N:25].[N+:1](=[O:2])([O-:3])[c:4]1[cH:5][cH:6][c:7]2[cH:8][cH:9][nH:10][c:11]2[cH:12]1.[Na+:17].[O-:13][C:14]([OH:15])=[O:16].[O:18]=[CH:19][N:20]([CH3:21])[CH3:22]>>[N+:1](=[O:2])([O-:3])[c:4]1[cH:5][cH:6][c:7]2[c:8]([C:19]#[N:20])[cH:9][nH:10][c:11]2[cH:12]1. Starting materials: ClCC(=O)NCC(C(=O)OC)C(C)=O (methyl 2-(N-chloroacetylamino)methyl-3-oxobutanoate), Ru2Cl4 ((+)-T-BINAP)2NEt3, stainless steel, 95. Run in C(Cl)Cl (methylene chloride). Product: ClCC(=O)NC[C@H](C(=O)OC)[C@@H](C)O (methyl (2S, 3R)-2-(N-chloroacetylamino)methyl-3-hydroxybutanoate). The yield is 79.6%. As a reaction SMILES: [Cl:1][CH2:2][C:3]([NH:5][CH2:6][CH:7]([C:12](=[O:14])[CH3:13])[C:8]([O:10][CH3:11])=[O:9])=[O:4]>C(Cl)Cl>[Cl:1][CH2:2][C:3]([NH:5][CH2:6][C@@H:7]([C@H:12]([OH:14])[CH3:13])[C:8]([O:10][CH3:11])=[O:9])=[O:4]. Reported procedure: In a 100 ml-volume stainless steel autoclave whose atmosphere had been displaced with nitrogen was added a solution of 2.21 g (10 mmole) of methyl 2-(N-chloroacetylamino)methyl-3-oxobutanoate and 180 mg (0.1 mmol) of Ru2Cl4 ((+)-T-BINAP)2NEt3 in 20 ml of methylene chloride, and a reaction was conducted at 50° C. under a hydrogen pressure of 100 kg/cm2 for 20 hours. The reaction mixture was concentrated under reduced pressure of 20 mmHg and purified by silica gel chromatography using a 8/2 (by vo... The reactants are CS(=O)(=O)O (methanesulfonic acid), COC=1C=C(C(=O)N2CC(CC2)(C2=CC=CC=C2)CCN2CCC(CC2)NC2=NC3=C(N2CC2=C(C=CC=C2)C(=O)OC)C=CC=C3)C=C(C1OC)OC (1-(3,4,5-trimethoxybenzoyl)-3-(2-(4-(1-(2-methoxycarbonylbenzyl)-1H-benzimidazol-2-yl-amino)piperidin-1-yl)ethyl)-3-phenylpyrrolidine), C(C)OCC (diethyl ether), O.[OH-].[Li+] (lithium hydroxide hydrate). Solvent: O1CCCC1 (tetrahydrofuran), O1CCCC1 (tetrahydrofuran), O (water). Reaction conditions: time 18 hour. Yields the product CS(=O)(=O)O.COC=1C=C(C(=O)N2CC(CC2)(C2=CC=CC=C2)CCN2CCC(CC2)NC2=NC3=C(N2CC2=C(C=CC=C2)C(=O)O)C=CC=C3)C=C(C1OC)OC (1-(3,4,5-trimethoxybenzoyl)-3-(2-(4-(1-(2-carboxybenzyl)-1H-benzimidazol-2-yl-amino)piperidin-1-yl)ethyl)-3-phenylpyrrolidine Methanesulfonic Acid Salt). Reaction SMILES: [CH3:1][O:2][C:3]1[CH:4]=[C:5]([CH:48]=[C:49]([O:53][CH3:54])[C:50]=1[O:51][CH3:52])[C:6]([N:8]1[CH2:12][CH2:11][C:10]([CH2:19][CH2:20][N:21]2[CH2:26][CH2:25][CH:24]([NH:27][C:28]3[N:32]([CH2:33][C:34]4[CH:39]=[CH:38][CH:37]=[CH:36][C:35]=4[C:40]([O:42]C)=[O:41])[C:31]4[CH:44]=[CH:45][CH:46]=[CH:47][C:30]=4[N:29]=3)[CH2:23][CH2:22]2)([C:13]2[CH:18]=[CH:17][CH:16]=[CH:15][CH:14]=2)[CH2:9]1)=[O:7].O.[OH-].[Li+].[CH3:58][S:59]([OH:62])(=[O:61])=[O:60].C(OCC)C>O1CCCC1.O>[CH3:58][S:59]([OH:62])(=[O:61])=[O:60].[CH3:1][O:2][C:3]1[CH:4]=[C:5]([CH:48]=[C:49]([O:53][CH3:54])[C:50]=1[O:51][CH3:52])[C:6]([N:8]1[CH2:12][CH2:11][C:10]([CH2:19][CH2:20][N:21]2[CH2:22][CH2:23][CH:24]([NH:27][C:28]3[N:32]([CH2:33][C:34]4[CH:39]=[CH:38][CH:37]=[CH:36][C:35]=4[C:40]([OH:42])=[O:41])[C:31]4[CH:44]=[CH:45][CH:46]=[CH:47][C:30]=4[N:29]=3)[CH2:25][CH2:26]2)([C:13]2[CH:18]=[CH:17][CH:16]=[CH:15][CH:14]=2)[CH2:9]1)=[O:7] |f:1.2.3,8.9|. Procedure details: Combine 1-(3,4,5-trimethoxybenzoyl)-3-(2-(4-(1-(2-methoxycarbonylbenzyl)-1H-benzimidazol-2-yl-amino)piperidin-1-yl)ethyl)-3-phenylpyrrolidine (0.6 g, 0.8 mmol) and lithium hydroxide hydrate (0.11 g, 2.4 mmol) in tetrahydrofuran (24 mL) and water (8 mL). After 18 hours, evaporate the reaction mixture in vacuo to remove the tetrahydrofuran to obtain a solid. Collect the solid and add tetrahydrofuran (40 mL). Add a solution of methanesulfonic acid (0.24 g, 2.6 mmol) in tetrahydrofuran (3 mL). Add d... The reactants are [Na] (sodium), C(=O)(O)[O-].[Na+] (NaHCO3), CC1=CC=C(C=C1)S(=O)(=O)ON=C(CC1=CC=C(C=C1)F)C1=CC=NC=C1 (2-(4-fluorophenyl)-1-(4-pyridinyl)ethanone-O-[(4-methylphenyl)sulfonyl]oxime), C(#N)[S-].[K+] (KSCN). Run in C(C)O (ethanol), C(C)OCC (diethyl ether), C(C)O (ethanol). Run at temperature 0 celsius, time 1.5 hour. The product is FC1=CC=C(C=C1)C=1C(=NC(N1)=S)C1=CC=NC=C1 (5-(4-Fluorophenyl)-4-(4-pyridinyl)imidazole-2-thione). RXN SMILES: CC1C=CC(S(O[N:12]=[C:13]([C:22]2[CH:27]=[CH:26][N:25]=[CH:24][CH:23]=2)[CH2:14][C:15]2[CH:20]=[CH:19][C:18]([F:21])=[CH:17][CH:16]=2)(=O)=O)=CC=1.[Na].[C:29]([S-:31])#[N:30].[K+].C([O-])(O)=O.[Na+]>C(O)C.C(OCC)C>[F:21][C:18]1[CH:17]=[CH:16][C:15]([C:14]2[C:13]([C:22]3[CH:23]=[CH:24][N:25]=[CH:26][CH:27]=3)=[N:12][C:29](=[S:31])[N:30]=2)=[CH:20][CH:19]=1 |f:2.3,4.5,^1:27|. Reported procedure: Under an atmosphere of argon, 2-(4-fluorophenyl)-1-(4-pyridinyl)ethanone-O-[(4-methylphenyl)sulfonyl]oxime (0.03 mol/10.0 g) was dissolved in 60 ml of absolute ethanol. In an ice bath, the mixture was cooled to 0° C., and a freshly prepared solution of sodium (0.03 M/0.75 g) in 30 ml of absolute ethanol was added dropwise. The reaction mixture was stirred at 0° C. for 1.5 h. After addition of 500 ml of diethyl ether, stirring was continued for 30 min. The resulting precipitate was filtered off a... Reactants: O=P12OP3(=O)OP(=O)(O1)OP(=O)(O2)O3 (Phosphorus pentoxide), C(#C)C1(CC(CCC1)(C)C)O (1-ethynyl-3,3-dimethylcyclohexanol), ice water. The solvent is CC1=CC=CC=C1 (MePh). Reaction conditions: time 90 minute. The product is CC(=O)C1=CCCC(C1)(C)C (1-(5′,5′-dimethylcyclohex-1′-enyl)ethanone). The yield is 38.9%. As a reaction SMILES: [O:1]=P12OP3(OP(OP(O3)(O1)=O)(=O)O2)=O.[C:15]([C:17]1(O)[CH2:22][CH2:21][CH2:20][C:19]([CH3:24])([CH3:23])[CH2:18]1)#[CH:16]>CC1C=CC=CC=1>[CH3:16][C:15]([C:17]1[CH2:18][C:19]([CH3:24])([CH3:23])[CH2:20][CH2:21][CH:22]=1)=[O:1]. Reported procedure: Phosphorus pentoxide (33.1 g, 233 mmol) was added to a solution of 1-ethynyl-3,3-dimethylcyclohexanol (152 g, 1.00 mol) in MePh (800 ml). The slurry was heated to reflux, and stirred at this temp. for 90 min. The reaction mixture was allowed to cool to room temp., and then poured into ice/water (1:1, 500 ml). The product was extracted with Et2O (2×500 ml), and the combined organic extracts were washed with water (500 ml) and brine (100 ml), dried (Na2SO4) and concentrated under reduced pressure....